This data is from the Open Reaction Database (ORD), a public repository of structured organic reaction records. The task is: describe an organic reaction: reactants, conditions, products, and yield The reactants are C(C)(C)(C)OC(NC1=C(C=C(C(=C1)C)C(F)(F)F)N)=O ((2-amino-5-methyl-4-trifluoromethyl-phenyl)-carbamic acid tert-butyl ester), C(C)(C)(C)OC(CC(=O)C1=CC(=CC=C1)C1=CC(=NC(=C1)C)CC)=O (3-[3-(2-ethyl-6-methyl-pyridin-4-yl)-phenyl]-3-oxo-propionic acid tert-butyl ester). Product: C(C)(C)(C)OC(NC1=C(C=C(C(=C1)C)C(F)(F)F)NC(CC(=O)C1=CC(=CC=C1)C1=CC(=NC(=C1)C)CC)=O)=O ((2-{3-[3-(2-Ethyl-6-methyl-pyridin-4-yl)-phenyl]-3-oxo-propionylamino}-5-methyl-4-trifluoromethyl-phenyl)-carbamic acid tert-butyl ester). As a reaction SMILES: [C:1]([O:5][C:6](=[O:20])[NH:7][C:8]1[CH:13]=[C:12]([CH3:14])[C:11]([C:15]([F:18])([F:17])[F:16])=[CH:10][C:9]=1[NH2:19])([CH3:4])([CH3:3])[CH3:2].C([O:25][C:26](=O)[CH2:27][C:28]([C:30]1[CH:35]=[CH:34][CH:33]=[C:32]([C:36]2[CH:41]=[C:40]([CH3:42])[N:39]=[C:38]([CH2:43][CH3:44])[CH:37]=2)[CH:31]=1)=[O:29])(C)(C)C>>[C:1]([O:5][C:6](=[O:20])[NH:7][C:8]1[CH:13]=[C:12]([CH3:14])[C:11]([C:15]([F:18])([F:17])[F:16])=[CH:10][C:9]=1[NH:19][C:26](=[O:25])[CH2:27][C:28]([C:30]1[CH:35]=[CH:34][CH:33]=[C:32]([C:36]2[CH:41]=[C:40]([CH3:42])[N:39]=[C:38]([CH2:43][CH3:44])[CH:37]=2)[CH:31]=1)=[O:29])([CH3:4])([CH3:2])[CH3:3]. Procedure: The title compound was prepared from (2-amino-5-methyl-4-trifluoromethyl-phenyl)-carbamic acid tert-butyl ester (Example J20) (218 mg, 0.75 mmol) and 3-[3-(2-ethyl-6-methyl-pyridin-4-yl)-phenyl]-3-oxo-propionic acid tert-butyl ester (Example K34) (255 mg, 0.75 mmol) according to the general procedure M. Obtained as an amorphous light yellow substance (332 mg, 80%). Reactants: Cl (HCl), O1CCCC1 (tetrahydrofuran), COCOC1=CC=C2C(C(CSC2=C1)(C)C1=CC=C(C=C1)OCOC)C1=CC=C(C=C1)OCCCCCS(=O)(=O)CCCC(C(F)(F)F)(F)F ((3RS,4RS)-7-methoxymethyloxy-3-[4-(methoxymethyloxy)phenyl]-3-methyl-4-[4-(5-(4,4,5,5,5-pentafluoropentylsulfonyl)pentyloxy)phenyl]thiochroman). Run in O (water). Reaction conditions: time 1 hour. The product is OC1=CC=C2C(C(CSC2=C1)(C)C1=CC=C(C=C1)O)C1=CC=C(C=C1)OCCCCCS(=O)(=O)CCCC(C(F)(F)F)(F)F ((3RS,4RS)-7-hydroxy-3-(4-hydroxyphenyl)-3-methyl-4-[4-(5-(4,4,5,5,5-pentafluoropentylsulfonyl)pentyloxy)phenyl]thiochroman). Isolated yield 66.8%. As a reaction SMILES: Cl.O1CCCC1.COC[O:10][C:11]1[CH:20]=[C:19]2[C:14]([CH:15]([C:32]3[CH:37]=[CH:36][C:35]([O:38][CH2:39][CH2:40][CH2:41][CH2:42][CH2:43][S:44]([CH2:47][CH2:48][CH2:49][C:50]([F:56])([F:55])[C:51]([F:54])([F:53])[F:52])(=[O:46])=[O:45])=[CH:34][CH:33]=3)[C:16]([C:22]3[CH:27]=[CH:26][C:25]([O:28]COC)=[CH:24][CH:23]=3)([CH3:21])[CH2:17][S:18]2)=[CH:13][CH:12]=1>O>[OH:10][C:11]1[CH:20]=[C:19]2[C:14]([CH:15]([C:32]3[CH:37]=[CH:36][C:35]([O:38][CH2:39][CH2:40][CH2:41][CH2:42][CH2:43][S:44]([CH2:47][CH2:48][CH2:49][C:50]([F:55])([F:56])[C:51]([F:52])([F:53])[F:54])(=[O:46])=[O:45])=[CH:34][CH:33]=3)[C:16]([C:22]3[CH:23]=[CH:24][C:25]([OH:28])=[CH:26][CH:27]=3)([CH3:21])[CH2:17][S:18]2)=[CH:13][CH:12]=1. Reported procedure: Aqueous 6N--HCl solution (1 ml) was added to tetrahydrofuran solution (1.5 ml) of (3RS,4RS)-7-methoxymethyloxy-3-[4-(methoxymethyloxy)phenyl]-3-methyl-4-[4-(5-(4,4,5,5,5-pentafluoropentylsulfonyl)pentyloxy)phenyl]thiochroman (37 mg, 0.050 mmol) and then stirred for one hour. After adding water, the reaction solution was extracted with ethyl acetate. The organic layer was washed with saturated saline, dried over anhydrous magnesium sulfate and then distilled under reduced pressure to remove the s... Reactants: C(C)OC(=O)C=1C(=NOC1C)C1=C(C=NC=C1)F (3-(3-fluoro-pyridin-4-yl)-5-methyl-isoxazole-4-carboxylic acid ethyl ester), [OH-].[Na+] (sodium hydroxide), C(C)O (ethanol). The solvent is O1CCCC1 (tetrahydrofuran). Yields the product FC=1C=NC=CC1C1=NOC(=C1C(=O)O)C (3-(3-Fluoro-pyridin-4-yl)-5-methyl-isoxazole-4-carboxylic acid). RXN SMILES: C([O:3][C:4]([C:6]1[C:7]([C:12]2[CH:17]=[CH:16][N:15]=[CH:14][C:13]=2[F:18])=[N:8][O:9][C:10]=1[CH3:11])=[O:5])C.[OH-].[Na+].C(O)C>O1CCCC1>[F:18][C:13]1[CH:14]=[N:15][CH:16]=[CH:17][C:12]=1[C:7]1[C:6]([C:4]([OH:5])=[O:3])=[C:10]([CH3:11])[O:9][N:8]=1 |f:1.2|. Procedure: Combine 3-(3-fluoro-pyridin-4-yl)-5-methyl-isoxazole-4-carboxylic acid ethyl ester (2.00 g, 0.008 mol) with aqueous sodium hydroxide (2N, 15.0 mL, 0.03 mol), ethanol (3 mL), and tetrahydrofuran (3 mL) and stir overnight at ambient temperature. Remove the organic solvents in vacuo and adjust the aqueous mixture to approx. pH 3.5 with aqueous hydrochloric acid. Extract with ethyl acetate and dry the combined extracts over sodium sulfate and concentrate in vacuo. Drying nets the desired isoxazole a... Starting materials: CC(C)(C)OC(=O)N1C(C(=O)O)CSC1c1cccnc1, CSCCCN, C(=NC1CCCCC1)=NC1CCCCC1, C1CCOC1, On1nnc2ccccc21. The product is CSCCCNC(=O)C1CSC(c2cccnc2)N1C(=O)OC(C)(C)C. Reaction SMILES: [C:1]([CH3:2])([CH3:3])([CH3:4])[O:5][C:6](=[O:7])[N:8]1[CH:9]([c:16]2[cH:17][n:18][cH:19][cH:20][cH:21]2)[S:10][CH2:11][CH:12]1[C:13](=[O:14])[OH:15].[CH3:22][S:23][CH2:24][CH2:25][CH2:26][NH2:27].[CH:38]1([N:39]=[C:40]=[N:41][CH:42]2[CH2:43][CH2:44][CH2:45][CH2:46][CH2:47]2)[CH2:48][CH2:49][CH2:50][CH2:51][CH2:52]1.[O:53]1[CH2:54][CH2:55][CH2:56][CH2:57]1.[OH:28][n:29]1[c:30]2[cH:31][cH:32][cH:33][cH:34][c:35]2[n:36][n:37]1>>[C:1]([CH3:2])([CH3:3])([CH3:4])[O:5][C:6](=[O:7])[N:8]1[CH:9]([c:16]2[cH:17][n:18][cH:19][cH:20][cH:21]2)[S:10][CH2:11][CH:12]1[C:13](=[O:15])[NH:27][CH2:26][CH2:25][CH2:24][S:23][CH3:22]. Reactants: CC1=CC=C(C=C1)[Mg]Br (4-methylphenylmagnesium bromide), [Al+3].[Cl-].[Cl-].[Cl-] (AlCl3). Reaction conditions: time 15 hour. Product: CC1=CC=C(C=C1)[Al](C1=CC=C(C=C1)C)C1=CC=C(C=C1)C (tri-(4-methylphenyl)aluminum). Isolated yield 89.9%. RXN SMILES: [CH3:1][C:2]1[CH:7]=[CH:6][C:5]([Mg]Br)=[CH:4][CH:3]=1.[Al+3:10].[Cl-].[Cl-].[Cl-]>>[CH3:1][C:2]1[CH:7]=[CH:6][C:5]([Al:10]([C:5]2[CH:6]=[CH:7][C:2]([CH3:1])=[CH:3][CH:4]=2)[C:5]2[CH:6]=[CH:7][C:2]([CH3:1])=[CH:3][CH:4]=2)=[CH:4][CH:3]=1 |f:1.2.3.4|. Procedure details: To a solution of 4-methylphenylmagnesium bromide (9 mL, 9 mmol, 1.0 M in THF) was added a solution of AlCl3 (6 mL, 3 mmol, 0.5 M in THF) at 0° C. The mixture was stirred at room temperature for 15 hours. The solution was removed from the solids by cannula and the solvent was evaporated under a strong stream of dry nitrogen gas. The residue was washed twice with n-hexane (10 mL each) and filtered in an enclosed system (Schlenk filtration) to avoid exposure of the moisture sensitive organometallic... Starting materials: CO, CC(C)(F)CCC1CC(C(Cc2ccccc2)NC(=O)c2cnc3ccccc3n2)OC1=O, NN. Product: CC(C)(F)CCC(CC(O)C(Cc1ccccc1)NC(=O)c1cnc2ccccc2n1)C(=O)NN. Reaction SMILES: [CH3:36][OH:37].[F:1][C:2]([CH2:3][CH2:4][CH:5]1[CH2:6][CH:7]([CH:11]([CH2:12][c:13]2[cH:14][cH:15][cH:16][cH:17][cH:18]2)[NH:19][C:20](=[O:21])[c:22]2[n:23][c:24]3[cH:25][cH:26][cH:27][cH:28][c:29]3[n:30][cH:31]2)[O:8][C:9]1=[O:10])([CH3:32])[CH3:33].[NH2:34][NH2:35]>>[F:1][C:2]([CH2:3][CH2:4][CH:5]([CH2:6][CH:7]([OH:8])[CH:11]([CH2:12][c:13]1[cH:14][cH:15][cH:16][cH:17][cH:18]1)[NH:19][C:20](=[O:21])[c:22]1[n:23][c:24]2[cH:25][cH:26][cH:27][cH:28][c:29]2[n:30][cH:31]1)[C:9](=[O:10])[NH:34][NH2:35])([CH3:32])[CH3:33]. Starting materials: COC(=O)C=Cc1nn(C(=O)OC(C)(C)C)c2ccc(OC)cc12, [O-][I+3]([O-])([O-])[O-], [Na+], C1CCOC1, O. The product is COc1ccc2c(c1)c(C=O)nn2C(=O)OC(C)(C)C. Reaction SMILES: [C:1]([CH3:2])([CH3:3])([CH3:4])[O:5][C:6](=[O:7])[n:8]1[n:9][c:10]([CH:19]=[CH:20][C:21]([O:22][CH3:23])=[O:24])[c:11]2[cH:12][c:13]([O:17][CH3:18])[cH:14][cH:15][c:16]12.[I+3:31]([O-:32])([O-:33])([O-:34])[O-:35].[Na+:36].[O:25]1[CH2:26][CH2:29][CH2:28][CH2:27]1.[OH2:30]>>[C:1]([CH3:2])([CH3:3])([CH3:4])[O:5][C:6](=[O:7])[n:8]1[n:9][c:10]([CH:26]=[O:25])[c:11]2[cH:12][c:13]([O:17][CH3:18])[cH:14][cH:15][c:16]12.